This data is from the Open Reaction Database (ORD), a public repository of structured organic reaction records. The task is: describe an organic reaction: reactants, conditions, products, and yield Starting materials: B, C1CCOC1, CO, C1CCOC1, O=C(O)CCc1cccs1. The product is OCCCc1cccs1. Reaction SMILES: [BH3:6].[CH2:19]1[O:20][CH2:21][CH2:22][CH2:23]1.[CH3:17][OH:18].[O:1]1[CH2:2][CH2:3][CH2:4][CH2:5]1.[s:7]1[c:8]([CH2:12][CH2:13][C:14](=[O:15])[OH:16])[cH:9][cH:10][cH:11]1>>[s:7]1[c:8]([CH2:12][CH2:13][CH2:14][OH:15])[cH:9][cH:10][cH:11]1. Procedure: A mixture of 2,2,2-trichloroethyl (3,4-dimethylisoxazol-5-yl)carbamate (230 mg, 0.799 mmol), 1-[4-(3-methoxyphenyl)-1,3-thiazol-2-yl]piperazine (200 mg, 0.726 mmol) and diisopropylethylamine (0.253 ml, 1.45 mmol) in dimethyl sulfoxide (2.5 ml) was stirred at 70° C. for 15 hours. Water was poured to the reaction mixture, and the mixture was extracted with ethyl acetate. The extract was washed with water, and dried over anhydrous magnesium sulfate, and the solvent was distilled off under reduced p... The product is CC1=NOC(=C1C)NC(=O)N1CCN(CC1)C=1SC=C(N1)C1=CC(=CC=C1)OC (N-(3,4-Dimethylisoxazol-5-yl)-4-[4-(3-methoxyphenyl)-1,3-thiazol-2-yl]piperazine-1-carboxamide). As a reaction SMILES: [CH3:1][C:2]1[C:6]([CH3:7])=[C:5]([NH:8][C:9](=[O:16])OCC(Cl)(Cl)Cl)[O:4][N:3]=1.[CH3:17][O:18][C:19]1[CH:20]=[C:21]([C:25]2[N:26]=[C:27]([N:30]3[CH2:35][CH2:34][NH:33][CH2:32][CH2:31]3)[S:28][CH:29]=2)[CH:22]=[CH:23][CH:24]=1.C(N(C(C)C)CC)(C)C.O>CS(C)=O>[CH3:1][C:2]1[C:6]([CH3:7])=[C:5]([NH:8][C:9]([N:33]2[CH2:34][CH2:35][N:30]([C:27]3[S:28][CH:29]=[C:25]([C:21]4[CH:22]=[CH:23][CH:24]=[C:19]([O:18][CH3:17])[CH:20]=4)[N:26]=3)[CH2:31][CH2:32]2)=[O:16])[O:4][N:3]=1. Reaction conditions: temperature 70 celsius, time 15 hour. Solvent: CS(=O)C (dimethyl sulfoxide). Yield: 43.0%. Reactants: O (Water), CC1=NOC(=C1C)NC(OCC(Cl)(Cl)Cl)=O (2,2,2-trichloroethyl (3,4-dimethylisoxazol-5-yl)carbamate), COC=1C=C(C=CC1)C=1N=C(SC1)N1CCNCC1 (1-[4-(3-methoxyphenyl)-1,3-thiazol-2-yl]piperazine), C(C)(C)N(CC)C(C)C (diisopropylethylamine). Reactants: COc1c(C)c(Cc2ccc(C(=O)O)c(OCc3ccccc3)c2)c(OC)c(OC)c1OC, C[Si](C)(C)C=[N+]=[N-], CC(=O)O, CO. Product: COC(=O)c1ccc(Cc2c(C)c(OC)c(OC)c(OC)c2OC)cc1OCc1ccccc1. RXN SMILES: [CH3:1][O:2][c:3]1[c:4]([CH3:33])[c:5]([CH2:6][c:7]2[cH:8][c:9]([O:16][CH2:17][c:18]3[cH:19][cH:20][cH:21][cH:22][cH:23]3)[c:10]([C:11](=[O:12])[OH:13])[cH:14][cH:15]2)[c:24]([O:31][CH3:32])[c:25]([O:29][CH3:30])[c:26]1[O:27][CH3:28].[CH3:34][Si:35]([CH:36]=[N+:37]=[N-:38])([CH3:39])[CH3:40].[CH3:41][C:42](=[O:43])[OH:44].[CH3:45][OH:46]>>[CH3:1][O:2][c:3]1[c:4]([CH3:33])[c:5]([CH2:6][c:7]2[cH:8][c:9]([O:16][CH2:17][c:18]3[cH:19][cH:20][cH:21][cH:22][cH:23]3)[c:10]([C:11](=[O:12])[O:13][CH3:34])[cH:14][cH:15]2)[c:24]([O:31][CH3:32])[c:25]([O:29][CH3:30])[c:26]1[O:27][CH3:28].